From a dataset of the Open Reaction Database (ORD), a public repository of structured organic reaction records. describe an organic reaction: reactants, conditions, products, and yield Reactants: Cn1c(-c2ccccn2)nc(-c2ccc(Br)cc2)c1Sc1ccc(Cl)cc1, Cc1ccccc1, CCOC(C)=O, Cl[Pd]Cl, c1ccc(P(c2ccccc2)c2ccccc2)cc1, c1ccc(P(c2ccccc2)c2ccccc2)cc1. The product is CC(=O)c1ccc(-c2nc(-c3ccccn3)n(C)c2Sc2ccc(Cl)cc2)cc1. RXN SMILES: [Br:1][c:2]1[cH:3][cH:4][c:5](-[c:8]2[n:9][c:10](-[c:22]3[n:23][cH:24][cH:25][cH:26][cH:27]3)[n:11]([CH3:21])[c:12]2[S:13][c:14]2[cH:15][cH:16][c:17]([Cl:20])[cH:18][cH:19]2)[cH:6][cH:7]1.[CH3:28][c:29]1[cH:30][cH:31][cH:32][cH:33][cH:34]1.[CH3:35][CH2:36][O:37][C:38]([CH3:39])=[O:40].[Pd:41]([Cl:42])[Cl:43].[c:44]1([P:45]([c:46]2[cH:47][cH:48][cH:49][cH:50][cH:51]2)[c:52]2[cH:53][cH:54][cH:55][cH:56][cH:57]2)[cH:58][cH:59][cH:60][cH:61][cH:62]1.[c:63]1([P:64]([c:65]2[cH:66][cH:67][cH:68][cH:69][cH:70]2)[c:71]2[cH:72][cH:73][cH:74][cH:75][cH:76]2)[cH:77][cH:78][cH:79][cH:80][cH:81]1>>[c:2]1([C:36]([CH3:35])=[O:37])[cH:3][cH:4][c:5](-[c:8]2[n:9][c:10](-[c:22]3[n:23][cH:24][cH:25][cH:26][cH:27]3)[n:11]([CH3:21])[c:12]2[S:13][c:14]2[cH:15][cH:16][c:17]([Cl:20])[cH:18][cH:19]2)[cH:6][cH:7]1. The reactants are CN1C2C(N(CC2CO1)C(=O)OCC)C (ethyl 2,8-dimethyl-3-oxa-2,7-diazabicyclo[3.3.0]octane-7-carboxylate), Ba(OH)2.8H2O. Run in O (water). The product is CN1C2C(NCC2CO1)C (2,8-Dimethyl-3-oxa-2,7-diazabicyclo[3.3.0]octane). Reaction SMILES: [CH3:1][N:2]1[O:9][CH2:8][CH:7]2[CH:3]1[CH:4]([CH3:15])[N:5](C(OCC)=O)[CH2:6]2>O>[CH3:1][N:2]1[O:9][CH2:8][CH:7]2[CH:3]1[CH:4]([CH3:15])[NH:5][CH2:6]2. Procedure: 9.2 g (42.9 mmol) of ethyl 2,8-dimethyl-3-oxa-2,7-diazabicyclo[3.3.0]octane-7-carboxylate are heated under reflux with 23.5 g of Ba(OH)2.8H2O in 235 ml of water overnight. The BaCO3 is filtered off with suction, K2CO3 is added to the filtrate and the solid is filtered off with suction again. The filtrate is extracted ten times with 50 ml of CHCl3 each time, the extracts are dried over K2CO3 and concentrated and the residue is distilled. Procedure details: In a 100 ml flask, 1.62 g (10 mmoles) of 1.1′-carbonyl-diimidazole is added to a solution of 2.05 g (10 mmoles) of 5-methoxyindole-3-acetic acid in 10 ml of: THF. After one hour of agitation at ambient temperature, a solution of 1-(4-nitrophenyl)piperazine in 10 ml of DMF is added dropwise. Agitation is continued for 15 hours. The reaction medium is then concentrated under vacuum and the evaporation residue is precipitated from 50 ml of an ethyl acetate/water mixture (1/1). After filtration, the... Solvent: CN(C)C=O (DMF). Starting materials: C(=O)(N1C=NC=C1)N1C=NC=C1 (1.1′-carbonyl-diimidazole), COC=1C=C2C(=CNC2=CC1)CC(=O)O (5-methoxyindole-3-acetic acid), C1CCOC1 (THF), [N+](=O)([O-])C1=CC=C(C=C1)N1CCNCC1 (1-(4-nitrophenyl)piperazine). RXN SMILES: C(N1C=CN=C1)(N1C=CN=C1)=O.[CH3:13][O:14][C:15]1[CH:16]=[C:17]2[C:21](=[CH:22][CH:23]=1)[NH:20][CH:19]=[C:18]2[CH2:24][C:25]([OH:27])=O.C1COCC1.[N+:33]([C:36]1[CH:41]=[CH:40][C:39]([N:42]2[CH2:47][CH2:46][NH:45][CH2:44][CH2:43]2)=[CH:38][CH:37]=1)([O-:35])=[O:34]>CN(C=O)C>[CH3:13][O:14][C:15]1[CH:16]=[C:17]2[C:21](=[CH:22][CH:23]=1)[NH:20][CH:19]=[C:18]2[CH2:24][C:25]([N:45]1[CH2:46][CH2:47][N:42]([C:39]2[CH:38]=[CH:37][C:36]([N+:33]([O-:35])=[O:34])=[CH:41][CH:40]=2)[CH2:43][CH2:44]1)=[O:27]. Yield: 91.0%. Run at time 1 hour. The product is COC=1C=C2C(=CNC2=CC1)CC(=O)N1CCN(CC1)C1=CC=C(C=C1)[N+](=O)[O-] (1-[(5-methoxy-1H-indol-3-yl)methylcarbonyl]-4-(4-nitrophenyl)-piperazine).